describe an organic reaction: reactants, conditions, products, and yield From a dataset of the Open Reaction Database (ORD), a public repository of structured organic reaction records. The yield is 93.2%. Procedure: The mixture of imidazole (0.7 g, 0.01M) and NaH (50% by weight in mineral oil, 0.9 g, 0.018M) in dimethylformamide (60 ml) was heated at 50° C. for 1/2 hr. and 4-(3-bromopropyl)-1-piperidinecarboxaldehyde (2.93 g, 0.0125M) in dimethylformamide (20 ml) was added. The reaction was heated at 50° C. for 4 hrs. After the reaction, the solvent was removed in vacuo, water was added and the product was extracted with CH2Cl2 (3×50 ml). The combined extracts, dried over Na2SO4, were stripped to dryness an... Solvent: CN(C=O)C (dimethylformamide), CN(C=O)C (dimethylformamide). As a reaction SMILES: [NH:1]1[CH:5]=[CH:4][N:3]=[CH:2]1.[H-].[Na+].Br[CH2:9][CH2:10][CH2:11][CH:12]1[CH2:17][CH2:16][N:15]([CH:18]=[O:19])[CH2:14][CH2:13]1>CN(C)C=O>[N:1]1([CH2:9][CH2:10][CH2:11][CH:12]2[CH2:13][CH2:14][N:15]([CH:18]=[O:19])[CH2:16][CH2:17]2)[CH:5]=[CH:4][N:3]=[CH:2]1 |f:1.2|. The product is N1(C=NC=C1)CCCC1CCN(CC1)C=O (4[3-(1H-imidazol-1-yl)propyl]-1-piperidinecarboxaldehyde). The reactants are N1C=NC=C1 (imidazole), [H-].[Na+] (NaH), BrCCCC1CCN(CC1)C=O (4-(3-bromopropyl)-1-piperidinecarboxaldehyde). Reaction conditions: temperature 50 celsius. The reactants are FC1(CCN(CC1)C(=O)C=1NC2=CC=C(C=C2C1)C(=O)N1CCC(CC1)N(C)C)F ((4,4-difluoro-piperidin-1-yl)-[5-(4-dimethylamino-piperidine-1-carbonyl)-1H-indol-2-yl]-methanone), C(#N)C1=CC=C(C=C1)B(O)O (4-cyanophenylboronic acid), N1=CC=CC=C1 (pyridine). The solvent is ClCCl (dichloromethane). Procedure: The title compound was synthesized in analogy to example 66, from (4,4-difluoro-piperidin-1-yl)-[5-(4-dimethylamino-piperidine-1-carbonyl)-1H-indol-2-yl]-methanone (example 140, intermediate a)), 4-cyanophenylboronic acid, copper(II) acetate and pyridine in dichloromethane, to give the desired product as an off-white foam (22%). The product is FC1(CCN(CC1)C(=O)C=1N(C2=CC=C(C=C2C1)C(=O)N1CCC(CC1)N(C)C)C1=CC=C(C#N)C=C1)F (4-[2-(4,4-Difluoro-piperidine-1-carbonyl)-5-(4-dimethylamino-piperidine-1-carbonyl)-indol-1-yl]-benzonitrile). Reaction SMILES: [F:1][C:2]1([F:30])[CH2:7][CH2:6][N:5]([C:8]([C:10]2[NH:11][C:12]3[C:17]([CH:18]=2)=[CH:16][C:15]([C:19]([N:21]2[CH2:26][CH2:25][CH:24]([N:27]([CH3:29])[CH3:28])[CH2:23][CH2:22]2)=[O:20])=[CH:14][CH:13]=3)=[O:9])[CH2:4][CH2:3]1.[C:31]([C:33]1[CH:38]=[CH:37][C:36](B(O)O)=[CH:35][CH:34]=1)#[N:32].N1C=CC=CC=1>ClCCl.C([O-])(=O)C.[Cu+2].C([O-])(=O)C>[F:30][C:2]1([F:1])[CH2:7][CH2:6][N:5]([C:8]([C:10]2[N:11]([C:36]3[CH:37]=[CH:38][C:33]([C:31]#[N:32])=[CH:34][CH:35]=3)[C:12]3[C:17]([CH:18]=2)=[CH:16][C:15]([C:19]([N:21]2[CH2:26][CH2:25][CH:24]([N:27]([CH3:28])[CH3:29])[CH2:23][CH2:22]2)=[O:20])=[CH:14][CH:13]=3)=[O:9])[CH2:4][CH2:3]1 |f:4.5.6|. The reagents and catalysts are C(C)(=O)[O-].[Cu+2].C(C)(=O)[O-] (copper(II) acetate). Isolated yield 22.0%. Yields the product Cc1cn(C)c2c1C(=NNC(=N)N)CC(c1ccccc1)C2, Cl. Reactants: Cc1cn(C)c2c1C(=O)CC(c1ccccc1)C2, CCO, Cl, Cl, N=C(N)NN, O. RXN SMILES: [CH3:1][n:2]1[cH:3][c:4]([CH3:18])[c:5]2[c:10]1[CH2:9][CH:8]([c:11]1[cH:12][cH:13][cH:14][cH:15][cH:16]1)[CH2:7][C:6]2=[O:17].[CH3:27][CH2:28][OH:29].[ClH:19].[ClH:25].[NH2:20][NH:21][C:22](=[NH:23])[NH2:24].[OH2:26]>>[CH3:1][n:2]1[cH:3][c:4]([CH3:18])[c:5]2[c:10]1[CH2:9][CH:8]([c:11]1[cH:12][cH:13][cH:14][cH:15][cH:16]1)[CH2:7][C:6]2=[N:20][NH:21][C:22](=[NH:23])[NH2:24].[ClH:19]. Starting materials: [H-].[Na+] (sodium hydride), ClC1=NC=2CC(CC(C2C=C1)=O)(C)C (2-Chloro-7,7-dimethyl-7,8-dihydro-6H-quinolin-5-one), C([O-])([O-])=O.[K+].[K+] (potassium carbonate), C(C1=CC=CC=C1)N (benzylamine). Solvent: CS(=O)C (DMSO), C(C)#N (acetonitrile), O (Water). Reaction conditions: time 5 hour. The product is Cl.C(C1=CC=CC=C1)NC1=NC=2CC(CC(C2C=C1)=O)(C)C (2-Benzylamino-7,7-dimethyl-7,8-dihydro-6H-quinolin-5-one hydrochloride). The yield is 21.0%. Reaction SMILES: [Cl:1][C:2]1[CH:11]=[CH:10][C:9]2[C:8](=[O:12])[CH2:7][C:6]([CH3:14])([CH3:13])[CH2:5][C:4]=2[N:3]=1.C(=O)([O-])[O-].[K+].[K+].[CH2:21]([NH2:28])[C:22]1[CH:27]=[CH:26][CH:25]=[CH:24][CH:23]=1.[H-].[Na+]>C(#N)C.O.CS(C)=O>[ClH:1].[CH2:21]([NH:28][C:2]1[CH:11]=[CH:10][C:9]2[C:8](=[O:12])[CH2:7][C:6]([CH3:14])([CH3:13])[CH2:5][C:4]=2[N:3]=1)[C:22]1[CH:27]=[CH:26][CH:25]=[CH:24][CH:23]=1 |f:1.2.3,5.6,10.11|. Procedure: 2-Chloro-7,7-dimethyl-7,8-dihydro-6H-quinolin-5-one (0.315 g, 1.5 mmol) and potassium carbonate (0.83 g, 6 mmol) were added to a solution of benzylamine (0.2 g, 1.8 mmol) in dry acetonitrile (4 ml). The mixture was stirred at reflux for 48 h. DMSO (3 ml) and sodium hydride (0.05 g) were added and heating was continued for additional 5 h. Water (10 ml) was added and the mixture was extracted with chloroform (2×10 ml). The extract was dried over sodium sulfate, filtered, and evaporated under reduc... Reactants: C(C)OCC (ethyl ether), C1[C@@](C[C@H]([C@@H]([C@@H]1O)O)O)(O)C(=O)O (quinic acid), C1[C@@](C[C@H]([C@@H]([C@@H]1O)O)O)(O)C(=O)O (quinic acid). Solvent: S1(=O)(=O)CCCC1 (sulfolane), three. Run at temperature 210 celsius. Yields the product C(C1=CC=CC=C1)(=O)O (Benzoic acid). Reaction SMILES: [CH2:1]1[C@@H:6](O)[C@@H:5](O)[C@H:4](O)[CH2:3][C@@:2]1([C:11]([OH:13])=[O:12])O.C(OCC)C>S1(CCCC1)(=O)=O>[C:11]([OH:13])(=[O:12])[C:2]1[CH:3]=[CH:4][CH:5]=[CH:6][CH:1]=1. Procedure: The reaction is performed using the following set-up and procedure: quinic acid (20 mmol) was first dissolved in sulfolane at room temperature in a 50 ml three neck flask fitted with a fractioning column connected to a collecting flask through a U-shaped tube. The temperature in the reaction mixture is indicated by an immersed thermometer and nitrogen is bubbled through the mixture using a perforated tube immersed in the solution. Formic acid is then added and the mixture is heated over a prehea... Reactants: [N+](=O)([O-])C=1C=C(C=CC1)NC1CN(CC1)C(=O)OC(C)(C)C (tert-butyl 3-((3-nitrophenyl)amino)pyrrolidine-1-carboxylate). The reagents and catalysts are [C].[Pd] (palladium-carbon). The solvent is O1CCCC1 (tetrahydrofuran), CO (methanol). Conditions: time 1 hour. The product is NC=1C=C(C=CC1)NC1CN(CC1)C(=O)OC(C)(C)C (tert-butyl 3-((3-aminophenyl)amino)pyrrolidine-1-carboxylate). Isolated yield 121.9%. As a reaction SMILES: [N+:1]([C:4]1[CH:5]=[C:6]([NH:10][CH:11]2[CH2:15][CH2:14][N:13]([C:16]([O:18][C:19]([CH3:22])([CH3:21])[CH3:20])=[O:17])[CH2:12]2)[CH:7]=[CH:8][CH:9]=1)([O-])=O>O1CCCC1.CO.[C].[Pd]>[NH2:1][C:4]1[CH:5]=[C:6]([NH:10][CH:11]2[CH2:15][CH2:14][N:13]([C:16]([O:18][C:19]([CH3:22])([CH3:21])[CH3:20])=[O:17])[CH2:12]2)[CH:7]=[CH:8][CH:9]=1 |f:3.4|. Procedure details: To 10% palladium-carbon (100 mg), a solution of tert-butyl 3-((3-nitrophenyl)amino)pyrrolidine-1-carboxylate (C23, 210 mg) in tetrahydrofuran (10 mL) and methanol (10 mL) was added at room temperature, and the mixture was stirred at the same temperature for 1 hour under a hydrogen atmosphere. The insoluble matter was removed by filtration through Cerite, and then the solvent was evaporated under reduced pressure to obtain tert-butyl 3-((3-aminophenyl)amino)pyrrolidine-1-carboxylate (C24, 231 mg)... Procedure details: The title compound was prepared according to the procedure for Example 199 using Diethyl [4-({4-[(7-bromo-2-methyl-3-oxo-2,3-dihydro-1H-isoindol-4-yl)amino]-5-(trifluoromethyl) pyrimidin-2-yl}amino)benzyl]phosphonate and piperazine-1-acetic acid tert-butyl ester. MS (ES+): m/z 748.41 (100) [MH+]; HPLC: tR=0.85 min (UPLC, purity). Starting materials: BrC=1C=CC(=C2C(N(CC12)C)=O)NC1=NC(=NC=C1C(F)(F)F)NC1=CC=C(CP(OCC)(OCC)=O)C=C1 (Diethyl [4-({4-[(7-bromo-2-methyl-3-oxo-2,3-dihydro-1H-isoindol-4-yl)amino]-5-(trifluoromethyl) pyrimidin-2-yl}amino)benzyl]phosphonate), C(C)(C)(C)OC(CN1CCNCC1)=O (piperazine-1-acetic acid tert-butyl ester), ( 100 ). As a reaction SMILES: Br[C:2]1[CH:3]=[CH:4][C:5]([NH:13][C:14]2[C:19]([C:20]([F:23])([F:22])[F:21])=[CH:18][N:17]=[C:16]([NH:24][C:25]3[CH:39]=[CH:38][C:28]([CH2:29][P:30](=[O:37])([O:34][CH2:35][CH3:36])[O:31][CH2:32][CH3:33])=[CH:27][CH:26]=3)[N:15]=2)=[C:6]2[C:10]=1[CH2:9][N:8]([CH3:11])[C:7]2=[O:12].[C:40]([O:44][C:45](=[O:53])[CH2:46][N:47]1[CH2:52][CH2:51][NH:50][CH2:49][CH2:48]1)([CH3:43])([CH3:42])[CH3:41]>>[CH2:35]([O:34][P:30]([CH2:29][C:28]1[CH:27]=[CH:26][C:25]([NH:24][C:16]2[N:15]=[C:14]([NH:13][C:5]3[CH:4]=[CH:3][C:2]([N:50]4[CH2:49][CH2:48][N:47]([CH2:46][C:45]([O:44][C:40]([CH3:43])([CH3:42])[CH3:41])=[O:53])[CH2:52][CH2:51]4)=[C:10]4[C:6]=3[C:7](=[O:12])[N:8]([CH3:11])[CH2:9]4)[C:19]([C:20]([F:21])([F:22])[F:23])=[CH:18][N:17]=2)=[CH:39][CH:38]=1)([O:31][CH2:32][CH3:33])=[O:37])[CH3:36]. Yields the product C(C)OP(=O)(OCC)CC1=CC=C(C=C1)NC1=NC=C(C(=N1)NC=1C=CC(=C2CN(C(C12)=O)C)N1CCN(CC1)CC(=O)OC(C)(C)C)C(F)(F)F (tert-Butyl [4-(7-{[2-({4-[(diethoxyphosphoryl)methyl]phenyl}amino)-5-(trifluoromethyl)pyrimidin-4-yl]amino}-2-methyl-1-oxo-2,3-dihydro-1H-isoindol-4-yl)piperazin-1-yl]acetate).